From a dataset of the Open Reaction Database (ORD), a public repository of structured organic reaction records. describe an organic reaction: reactants, conditions, products, and yield Starting materials: C(C=CCCCC)P(OCC)(=O)OCC (diethyl 2-heptenephosphonate), C(C1=CC=CC=C1)Br (benzyl bromide), CI (methyl iodide), C(C=CC)P(OCC)(=O)OCC (diethyl 2-butenephosphonate). Yields the product CC(C=CCCCC)P(OCC)(=O)OCC (diethyl 1-methyl-2-heptene-phosphonate). Yield: 89.9%. As a reaction SMILES: [CH2:1]([P:8]([O:13][CH2:14][CH3:15])(=[O:12])[O:9][CH2:10][CH3:11])[CH:2]=[CH:3][CH2:4][CH2:5][CH2:6][CH3:7].CI.[CH2:18](P(OCC)(=O)OCC)C=CC.C(Br)C1C=CC=CC=1>>[CH3:18][CH:1]([P:8]([O:9][CH2:10][CH3:11])(=[O:12])[O:13][CH2:14][CH3:15])[CH:2]=[CH:3][CH2:4][CH2:5][CH2:6][CH3:7]. Procedure details: The same procedure as in Example A-1 was repeated except that 2,34 g of diethyl 2-heptenephosphonate and 1.42 g of methyl iodide were used instead of 1.92 g of the diethyl 2-butenephosphonate and 1.7 g of the benzyl bromide respectively. Vacuum distillation of the reaction mixture afforded 2.23 g of diethyl 1-methyl-2-heptene-phosphonate having a boiling point of 128° C. (3 mmHg) in a yield of 90%. The reactants are BrB(Br)Br, ClCCl, CCC(CC)Nc1cc(C)nc(Oc2ccc(Cl)cc2OC)c1C(=O)OC. The product is CCC(CC)Nc1cc(C)nc(Oc2ccc(Cl)cc2O)c1C(=O)OC. As a reaction SMILES: [B:28]([Br:29])([Br:30])[Br:31].[CH2:32]([Cl:33])[Cl:34].[CH3:1][O:2][C:3]([c:4]1[c:5]([O:17][c:18]2[c:19]([O:25][CH3:26])[cH:20][c:21]([Cl:24])[cH:22][cH:23]2)[n:6][c:7]([CH3:16])[cH:8][c:9]1[NH:10][CH:11]([CH2:12][CH3:13])[CH2:14][CH3:15])=[O:27]>>[CH3:1][O:2][C:3]([c:4]1[c:5]([O:17][c:18]2[c:19]([OH:25])[cH:20][c:21]([Cl:24])[cH:22][cH:23]2)[n:6][c:7]([CH3:16])[cH:8][c:9]1[NH:10][CH:11]([CH2:12][CH3:13])[CH2:14][CH3:15])=[O:27]. As a reaction SMILES: [CH3:14][CH2:15][OH:16].[Cl:2][CH2:3][CH:4]([CH2:5][N:6]([CH3:7])[CH3:8])[CH3:9].[ClH:1].[NH2:10][C:11]([NH2:12])=[S:13]>>[CH2:3]([CH:4]([CH2:5][N:6]([CH3:7])[CH3:8])[CH3:9])[S:13][C:11](=[NH:10])[NH2:12].[ClH:1].[ClH:2]. Product: CC(CSC(=N)N)CN(C)C, Cl, Cl. Reactants: CCO, CC(CCl)CN(C)C, Cl, NC(N)=S.